Task: describe an organic reaction: reactants, conditions, products, and yield. Dataset: the Open Reaction Database (ORD), a public repository of structured organic reaction records Reactants: O=C([O-])[O-], Oc1ccc(OCc2ccccc2)cc1, ClCCN(Cc1ccccc1)Cc1ccccc1, CC#N, Cl, [K+], [K+]. Yields the product c1ccc(COc2ccc(OCCN(Cc3ccccc3)Cc3ccccc3)cc2)cc1. Reaction SMILES: [C:20](=[O:21])([O-:22])[O-:23].[CH2:26]([c:27]1[cH:28][cH:29][cH:30][cH:31][cH:32]1)[O:33][c:34]1[cH:35][cH:36][c:37]([OH:40])[cH:38][cH:39]1.[CH2:2]([c:3]1[cH:4][cH:5][cH:6][cH:7][cH:8]1)[N:9]([CH2:10][c:11]1[cH:12][cH:13][cH:14][cH:15][cH:16]1)[CH2:17][CH2:18][Cl:19].[CH3:41][C:42]#[N:43].[ClH:1].[K+:24].[K+:25]>>[CH2:2]([c:3]1[cH:4][cH:5][cH:6][cH:7][cH:8]1)[N:9]([CH2:10][c:11]1[cH:12][cH:13][cH:14][cH:15][cH:16]1)[CH2:17][CH2:18][O:40][c:37]1[cH:36][cH:35][c:34]([O:33][CH2:26][c:27]2[cH:28][cH:29][cH:30][cH:31][cH:32]2)[cH:39][cH:38]1. Solvent: O1CCOCC1 (dioxane). Procedure: A mixture of Example 144B (60 mg, 0.14 mmol) and Example 59A (40.1 mg, 0.14 mmol) was degassed under argon. To this mixture was added dioxane (8 mL) followed by degassing with argon. To this mixture was added potassium phosphate, dibasic (109 mg, 0.626 mmol) and water (2.000 mL) followed by degassing with argon. To this mixture was added 1,3,5,7-tetramethyl-6-phenyl-2,4,8-trioxa-6-phosphaadamantane (6.91 mg, 0.024 mmol) and then immediately tris(dibenzylideneacetone)dipalladium (0) (8.92 mg, 9.7... Product: COC=1N=CC=C2C1N(C=C2C2=C(O[C@@H]1CC[C@H](CC1)N(C)C)C=CC(=C2)S(=O)(=O)N2CCCC2)C ((trans)-4-(2-(7-methoxy-1-methyl-1H-pyrrolo[2,3-c]pyridin-3-yl)-4-(pyrrolidin-1-ylsulfonyl)phenoxy)-N,N-dimethylcyclohexanamine). As a reaction SMILES: Br[C:2]1[CH:17]=[C:16]([S:18]([N:21]2[CH2:25][CH2:24][CH2:23][CH2:22]2)(=[O:20])=[O:19])[CH:15]=[CH:14][C:3]=1[O:4][C@H:5]1[CH2:10][CH2:9][C@H:8]([N:11]([CH3:13])[CH3:12])[CH2:7][CH2:6]1.C[C:27]12CC3(C)P(C4C=CC=CC=4)[C:33](C)([CH2:35][C:29]([CH3:45])(O3)O1)[O:34]2>C1C=CC(/C=C/C(/C=C/C2C=CC=CC=2)=O)=CC=1.C1C=CC(/C=C/C(/C=C/C2C=CC=CC=2)=O)=CC=1.C1C=CC(/C=C/C(/C=C/C2C=CC=CC=2)=O)=CC=1.[Pd].[Pd].O1CCOCC1>[CH3:27][O:34][C:33]1[N:11]=[CH:8][CH:7]=[C:29]2[C:45]([C:2]3[CH:17]=[C:16]([S:18]([N:21]4[CH2:25][CH2:24][CH2:23][CH2:22]4)(=[O:20])=[O:19])[CH:15]=[CH:14][C:3]=3[O:4][C@H:5]3[CH2:10][CH2:9][C@H:8]([N:11]([CH3:13])[CH3:12])[CH2:7][CH2:6]3)=[CH:22][N:21]([CH3:25])[C:35]=12 |f:2.3.4.5.6|. Yield: 341.4%. The reactants are BrC1=C(O[C@@H]2CC[C@H](CC2)N(C)C)C=CC(=C1)S(=O)(=O)N1CCCC1 ((trans)-4-(2-bromo-4-(pyrrolidin-1-ylsulfonyl)phenoxy)-N,N-dimethylcyclohexanamine), Example 59A, CC12OC3(OC(P(C(O1)(C3)C)C3=CC=CC=C3)(C2)C)C (1,3,5,7-tetramethyl-6-phenyl-2,4,8-trioxa-6-phosphaadamantane). Conditions: temperature 100 celsius. The reagents and catalysts are C=1C=CC(=CC1)/C=C/C(=O)/C=C/C2=CC=CC=C2.C=1C=CC(=CC1)/C=C/C(=O)/C=C/C2=CC=CC=C2.C=1C=CC(=CC1)/C=C/C(=O)/C=C/C2=CC=CC=C2.[Pd].[Pd] (tris(dibenzylideneacetone)dipalladium). Starting materials: [Cl-], Cl, [K+], O=N[O-], CC1Cc2cccc(N)c2O1, [Na+], [Na+], [Na+], [Na+], [Na+], O, O=S([O-])[O-], O=S([O-])S(=O)[O-]. The product is CC1Cc2cccc(NN)c2O1. As a reaction SMILES: [Cl-:31].[ClH:1].[K+:32].[N:13]([O-:14])=[O:15].[NH2:2][c:3]1[cH:4][cH:5][cH:6][c:7]2[c:11]1[O:10][CH:9]([CH3:12])[CH2:8]2.[Na+:16].[Na+:21].[Na+:22].[Na+:29].[Na+:30].[OH2:33].[S:17]([O-:18])([O-:19])=[O:20].[S:23]([S:24]([O-:25])=[O:26])([O-:27])=[O:28]>>[NH:2]([c:3]1[cH:4][cH:5][cH:6][c:7]2[c:11]1[O:10][CH:9]([CH3:12])[CH2:8]2)[NH2:13]. The reactants are ClC1=CC=C(C=C1)SCCC=O (3-(4-chlorophenylthio)propanal), C(C)(=O)[O-].[Na+] (sodium acetate), Cl (hydrochloric acid), C(CC(=O)C)(=O)OC (methyl acetoacetate), Cl (hydrochloric acid), [OH-].[Na+] (sodium hydroxide). Solvent: CO (methanol), O (water). Reaction conditions: time 3 hour. Product: ClC1=CC=C(C=C1)SCCC(CC(C)=O)O (6-(4-chlorophenylthio)-4-hydroxy-2-hexanone). The yield is 91.4%. Reaction SMILES: C(OC)(=O)[CH2:2][C:3]([CH3:5])=[O:4].[OH-].[Na+].Cl.C([O-])(=O)C.[Na+].[Cl:17][C:18]1[CH:23]=[CH:22][C:21]([S:24][CH2:25][CH2:26][CH:27]=[O:28])=[CH:20][CH:19]=1>O.CO>[Cl:17][C:18]1[CH:19]=[CH:20][C:21]([S:24][CH2:25][CH2:26][CH:27]([OH:28])[CH2:2][C:3](=[O:4])[CH3:5])=[CH:22][CH:23]=1 |f:1.2,4.5|. Reported procedure: 9.86 Grams of methyl acetoacetate were dissolved in 15 ml of water, and 12.67 g of a 30% aqueous sodium hydroxide solution was added thereto by drops while cooling the mixture to 20° C. or less. After having been stirred at 30°-35° C. for 3 hours, the mixture was adjusted to pH 7.0 by adding a concentrated aqueous hydrochloric acid solution thereto. Thereafter, 1.47 g of sodium acetate and then a concentrated aqueous hydrochloric acid solution was added to the mixture so that the mixture had a p... Reactants: CC(C)N(NC(=O)c1ccccc1)C(=O)CSc1ccccc1Br, O=C([O-])[O-], COc1ccc(B(O)O)cc1, COCCOC, [Na+], [Na+]. The product is COc1ccc(-c2ccccc2SCC(=O)N(NC(=O)c2ccccc2)C(C)C)cc1. Reaction SMILES: [Br:1][c:2]1[c:3]([S:8][CH2:9][C:10](=[O:11])[N:12]([NH:13][C:14]([c:15]2[cH:16][cH:17][cH:18][cH:19][cH:20]2)=[O:21])[CH:22]([CH3:23])[CH3:24])[cH:4][cH:5][cH:6][cH:7]1.[C:25](=[O:26])([O-:27])[O-:28].[CH3:31][O:32][c:33]1[cH:34][cH:35][c:36]([B:39]([OH:40])[OH:41])[cH:37][cH:38]1.[CH3:42][O:43][CH2:44][CH2:45][O:46][CH3:47].[Na+:29].[Na+:30]>>[c:2]1(-[c:36]2[cH:35][cH:34][c:33]([O:32][CH3:31])[cH:38][cH:37]2)[c:3]([S:8][CH2:9][C:10](=[O:11])[N:12]([NH:13][C:14]([c:15]2[cH:16][cH:17][cH:18][cH:19][cH:20]2)=[O:21])[CH:22]([CH3:23])[CH3:24])[cH:4][cH:5][cH:6][cH:7]1. Reactants: BrC1=C2C(C(=CN(C2=C(C(=C1F)F)F)C1CC1)C(=O)OCC)=O (ethyl 5-bromo-1-cyclopropyl-6,7,8-trifluoro-1,4-dihydro-4-oxo-3-quinolinecarboxylate), C(CCC)[Sn](CCCC)(CCCC)C#C[Si](C)(C)C (tributylstannyl-trimethylsilyl-acetylene), tetrakis-(triphenylphosphine)palladium(0). Run in C1(=CC=CC=C1)C (toluene). Product: C1(CC1)N1C=C(C(C2=C(C(=C(C(=C12)F)F)F)C#C[Si](C)(C)C)=O)C(=O)OCC (Ethyl 1-cyclopropyl-6,7,8-trifluoro-1,4-dihydro-5-trimethylsilylethinyl-4-oxo-3-quinolinecarboxylate). Yield: 78.6%. As a reaction SMILES: Br[C:2]1[C:11]([F:12])=[C:10]([F:13])[C:9]([F:14])=[C:8]2[C:3]=1[C:4](=[O:23])[C:5]([C:18]([O:20][CH2:21][CH3:22])=[O:19])=[CH:6][N:7]2[CH:15]1[CH2:17][CH2:16]1.C([Sn]([C:37]#[C:38][Si:39]([CH3:42])([CH3:41])[CH3:40])(CCCC)CCCC)CCC>C1(C)C=CC=CC=1>[CH:15]1([N:7]2[C:8]3[C:3](=[C:2]([C:37]#[C:38][Si:39]([CH3:42])([CH3:41])[CH3:40])[C:11]([F:12])=[C:10]([F:13])[C:9]=3[F:14])[C:4](=[O:23])[C:5]([C:18]([O:20][CH2:21][CH3:22])=[O:19])=[CH:6]2)[CH2:17][CH2:16]1. Procedure details: 1.95 g of ethyl 5-bromo-1-cyclopropyl-6,7,8-trifluoro-1,4-dihydro-4-oxo-3-quinolinecarboxylate, 2.7 g of tributylstannyl-trimethylsilyl-acetylene and 0.29 g of tetrakis-(triphenylphosphine)palladium(0) are refluxed for 4 hours in 20 ml of absolute toluene under a nitrogen atmosphere. The reaction mixture is filtered at room temperature; the solid is washed with a small amount of toluene and dried. 1.6 g of the title compound are obtained (78% of theory).